Dataset: the Open Reaction Database (ORD), a public repository of structured organic reaction records. Task: describe an organic reaction: reactants, conditions, products, and yield Starting materials: [Cl-], [N-]=[N+]=NCCc1ccc(C(N)=O)cc1, N, O=S(Cl)Cl, c1ccc(P(c2ccccc2)c2ccccc2)cc1. The product is NCCc1ccc(C(N)=O)cc1. RXN SMILES: [Cl-:5].[N:7](=[N+:8]=[N-:9])[CH2:10][CH2:11][c:12]1[cH:13][cH:14][c:15]([C:16](=[O:17])[NH2:18])[cH:19][cH:20]1.[NH3:6].[S:1]([Cl:2])([Cl:3])=[O:4].[c:21]1([P:22]([c:23]2[cH:24][cH:25][cH:26][cH:27][cH:28]2)[c:29]2[cH:30][cH:31][cH:32][cH:33][cH:34]2)[cH:35][cH:36][cH:37][cH:38][cH:39]1>>[NH2:7][CH2:10][CH2:11][c:12]1[cH:13][cH:14][c:15]([C:16](=[O:17])[NH2:18])[cH:19][cH:20]1. Reaction SMILES: [C:1]([CH3:2])([CH3:3])([CH3:4])[c:5]1[cH:6][cH:7][c:8]([CH2:11][C:12](=[CH:13][O:14][C:15]([CH3:16])=[O:17])[CH3:18])[cH:9][cH:10]1.[CH2:39]1[O:40][CH2:41][CH2:42][CH2:43]1.[CH3:19][C:20]([CH3:21])([O-:22])[CH3:23].[K+:24].[O:25]=[C:26]([CH2:27][CH2:28][C:29]([Cl:30])=[O:31])[CH2:32][CH2:33][CH2:34][CH2:35][CH2:36][CH2:37][CH3:38]>>[C:1]([CH3:2])([CH3:3])([CH3:4])[c:5]1[cH:6][cH:7][c:8]([CH2:11][C:12](=[CH:13][O:14][C:15]([CH2:16][CH2:27][C:26](=[O:25])[CH2:32][CH2:33][CH2:34][CH2:35][CH2:36][CH2:37][CH3:38])=[O:17])[CH3:18])[cH:9][cH:10]1. Starting materials: CC(=O)OC=C(C)Cc1ccc(C(C)(C)C)cc1, C1CCOC1, CC(C)(C)[O-], [K+], CCCCCCCC(=O)CCC(=O)Cl. Product: CCCCCCCC(=O)CCC(=O)OC=C(C)Cc1ccc(C(C)(C)C)cc1. Reactants: [N+](#[C-])C(C)(C)C (2-isocyano-2-methylpropane), BrC=1C(=CC(=NC1)N)C (5-bromo-4-methylpyridin-2-amine), ClC=1C=C(C=O)C=CC1 (3-chlorobenzaldehyde), O.C1(=CC=C(C=C1)S(=O)(=O)O)C (p-toluenesulfonic acid monohydrate). Solvent: CO (MeOH), O (water). Conditions: time 5 minute. Yields the product BrC=1C(=CC=2N(C1)C(=C(N2)C2=CC(=CC=C2)Cl)NC(C)(C)C)C ([6-Bromo-2-(3-chloro-phenyl)-7-methyl-imidazo[1,2-a]pyridin-3-yl]-tert-butyl-amine). Yield: 35.2%. As a reaction SMILES: [Br:1][C:2]1[C:3]([CH3:9])=[CH:4][C:5]([NH2:8])=[N:6][CH:7]=1.[Cl:10][C:11]1[CH:12]=[C:13]([CH:16]=[CH:17][CH:18]=1)[CH:14]=O.O.C1(C)C=CC(S(O)(=O)=O)=CC=1.[N+:31]([C:33]([CH3:36])([CH3:35])[CH3:34])#[C-:32]>CO.O>[Br:1][C:2]1[C:3]([CH3:9])=[CH:4][C:5]2[N:6]([C:32]([NH:31][C:33]([CH3:36])([CH3:35])[CH3:34])=[C:14]([C:13]3[CH:16]=[CH:17][CH:18]=[C:11]([Cl:10])[CH:12]=3)[N:8]=2)[CH:7]=1 |f:2.3|. Reported procedure: 5-bromo-4-methylpyridin-2-amine (200 mg, 1.07 mmol, Eq: 1.00), 3-chlorobenzaldehyde (158 mg, 128 μl, 1.12 mmol, Eq: 1.05) and p-toluenesulfonic acid monohydrate (61.0 mg, 321 μmol, Eq: 0.3) were dissolved in MeOH (1.5 mL) and the intensive yellow solution was stirred for 5 min. To this yellow solution was added dropwise 2-isocyano-2-methylpropane (88.9 mg, 122 μL, 1.07 mmol, Eq: 1.00) and the corresponding yellow solution was stirred for 3 h. To the reaction solution was added water dropwise, le... Starting materials: [F-].C(CCC)[N+](CCCC)(CCCC)CCCC (Tetrabutylammonium fluoride), COC(CN(C1=CC=C(C=C1)I)S(NC(=O)OCC[Si](C)(C)C)(=O)=O)=O (N-(2-trimethylsilylethoxycarbonyl-sulfamoyl)-N-(4-iodo-phenyl)glycine methyl ester). Solvent: O1CCCC1 (tetrahydrofuran). Conditions: temperature 90 celsius, time 24 hour. Yields the product IC1=CC=C(C=C1)N1CC(NS1(=O)=O)=O (5-(4-iodo-phenyl)-1,1-dioxo-1,2,5-thiadiazolidin-3-one). RXN SMILES: [F-].C([N+](CCCC)(CCCC)CCCC)CCC.COC(=O)[CH2:22][N:23]([S:31](=[O:43])(=[O:42])[NH:32][C:33](OCC[Si](C)(C)C)=[O:34])[C:24]1[CH:29]=[CH:28][C:27]([I:30])=[CH:26][CH:25]=1>O1CCCC1>[I:30][C:27]1[CH:28]=[CH:29][C:24]([N:23]2[S:31](=[O:43])(=[O:42])[NH:32][C:33](=[O:34])[CH2:22]2)=[CH:25][CH:26]=1 |f:0.1|. Procedure: Tetrabutylammonium fluoride (6.39 g, 24.48 mmol) is added to a solution of the title A compound, N-(2-trimethylsilylethoxycarbonyl-sulfamoyl)-N-(4-iodo-phenyl)glycine methyl ester (3.15 g, 6.12 mmol) in freshly distilled tetrahydrofuran (60 mL). The reaction is stirred under argon and heated at 90° C. The reaction is monitored by reverse phase HPLC (YMC CombiScreen Pro C18, 50×4.6 mm I.D., particle size S-5 micron, 12 nM) eluting at 3 mL/min with a gradient of 90:10 (0.1% TFA in water: MeCN) to ... Starting materials: [Br-], CC[Mg+], C1CCOC1, Cc1ccccc1, [Cl-], O=Cc1c(Cl)ncnc1Cl, [NH4+]. The product is CCC(O)c1c(Cl)ncnc1Cl. RXN SMILES: [Br-:11].[CH2:12]([CH3:13])[Mg+:14].[CH2:15]1[O:16][CH2:17][CH2:18][CH2:19]1.[CH3:22][c:23]1[cH:24][cH:25][cH:26][cH:27][cH:28]1.[Cl-:20].[Cl:1][c:2]1[n:3][cH:4][n:5][c:6]([Cl:10])[c:7]1[CH:8]=[O:9].[NH4+:21]>>[Cl:1][c:2]1[n:3][cH:4][n:5][c:6]([Cl:10])[c:7]1[CH:8]([OH:9])[CH2:12][CH3:13]. The reactants are COCCN1CCC2=C(CC1)C=C(C=C2)N (3-(2-methoxy-ethyl)-2,3,4,5-tetrahydro-1H-benzo[d]azepin-7-ylamine), C(#N)CN(S(=O)(=O)C)[C@@H]1CC[C@H](CC1)NC1=NC(=NC=C1Cl)Cl (trans-N-cyanomethyl-N-[4-(2,5-dichloro-pyrimidin-4-ylamino)-cyclohexyl]-methanesulfonamide). The product is ClC=1C(=NC(=NC1)NC1=CC2=C(CCN(CC2)CCOC)C=C1)N[C@@H]1CC[C@H](CC1)N(S(=O)(=O)C)CC#N (trans-N-(4-{5-Chloro-2-[3-(2-methoxy-ethyl)-2,3,4,5-tetrahydro-1H-benzo[d]azepin-7-ylamino]-pyrimidin-4-ylamino}-cyclohexyl)-N-cyanomethyl-methanesulfonamide), solid. Yield: 40.0%. RXN SMILES: [CH3:1][O:2][CH2:3][CH2:4][N:5]1[CH2:11][CH2:10][C:9]2[CH:12]=[C:13]([NH2:16])[CH:14]=[CH:15][C:8]=2[CH2:7][CH2:6]1.[C:17]([CH2:19][N:20]([C@H:25]1[CH2:30][CH2:29][C@H:28]([NH:31][C:32]2[C:37]([Cl:38])=[CH:36][N:35]=[C:34](Cl)[N:33]=2)[CH2:27][CH2:26]1)[S:21]([CH3:24])(=[O:23])=[O:22])#[N:18]>>[Cl:38][C:37]1[C:32]([NH:31][C@H:28]2[CH2:27][CH2:26][C@H:25]([N:20]([CH2:19][C:17]#[N:18])[S:21]([CH3:24])(=[O:23])=[O:22])[CH2:30][CH2:29]2)=[N:33][C:34]([NH:16][C:13]2[CH:14]=[CH:15][C:8]3[CH2:7][CH2:6][N:5]([CH2:4][CH2:3][O:2][CH3:1])[CH2:11][CH2:10][C:9]=3[CH:12]=2)=[N:35][CH:36]=1. Reported procedure: trans-N-(4-{5-Chloro-2-[3-(2-methoxy-ethyl)-2,3,4,5-tetrahydro-1H-benzo[d]azepin-7-ylamino]-pyrimidin-4-ylamino}-cyclohexyl)-N-cyanomethyl-methanesulfonamide was prepared from 3-(2-methoxy-ethyl)-2,3,4,5-tetrahydro-1H-benzo[d]azepin-7-ylamine and trans-N-cyanomethyl-N-[4-(2,5-dichloro-pyrimidin-4-ylamino)-cyclohexyl]-methanesulfonamide in an analogous manner to Example 308c. Product isolated as a white solid (60 mg, 40%). m.p.=159-162° C.; LCMS (m/e) 562 (M+H); 1H-NMR (CDCl3, 400 MHz) δ 7.92 (s,... Reactants: C(=O)N1CCN(CC1)CCOC (1-formyl-4-methoxyethylpiperazine), Cl.O1CCOCC1 (hydrochloric acid 1,4-dioxane). Solvent: CO (methanol). Run at time 1 hour. Product: Cl.Cl.COCCN1CCNCC1 (1-(2-methoxyethyl)piperazine dihydrochloride). As a reaction SMILES: C([N:3]1[CH2:8][CH2:7][N:6]([CH2:9][CH2:10][O:11][CH3:12])[CH2:5][CH2:4]1)=O.[ClH:13].O1CCOCC1>CO>[ClH:13].[ClH:13].[CH3:12][O:11][CH2:10][CH2:9][N:6]1[CH2:7][CH2:8][NH:3][CH2:4][CH2:5]1 |f:1.2,4.5.6|. Reported procedure: To a solution of 57.2 g of 1-formyl-4-methoxyethylpiperazine in 100 mL of methanol was added dropwise 180 mL of 4N-hydrochloric acid/1,4-dioxane over 1.5 hours. The mixture was stirred at room temperature for 1 hour, and the resulting crystals were filtered, washed with isopropyl ether and dried in vacuo to give 68.8 g of the title compound. Starting materials: Cn1ncc2cc(Br)c(F)cc21, CCCC[Mg+], C1CCOC1, [Li]CCCC, CCCCCC, Cc1ccccc1, [Cl-], CN(C)C=O. The product is Cn1ncc2cc(C=O)c(F)cc21. RXN SMILES: [Br:18][c:19]1[cH:20][c:21]2[cH:22][n:23][n:24]([CH3:29])[c:25]2[cH:26][c:27]1[F:28].[CH2:2]([Mg+:3])[CH2:4][CH2:5][CH3:6].[CH2:35]1[O:36][CH2:37][CH2:38][CH2:39]1.[CH2:7]([Li:8])[CH2:9][CH2:10][CH3:11].[CH3:12][CH2:13][CH2:14][CH2:15][CH2:16][CH3:17].[CH3:40][c:41]1[cH:42][cH:43][cH:44][cH:45][cH:46]1.[Cl-:1].[O:30]=[CH:31][N:32]([CH3:33])[CH3:34]>>[c:19]1([CH:31]=[O:30])[cH:20][c:21]2[cH:22][n:23][n:24]([CH3:29])[c:25]2[cH:26][c:27]1[F:28]. Starting materials: COC(CC=1C=C(C(=CC1)OC)C1=C(C=C(C=C1)C(F)(F)F)CNCC)=O ((2′-ethylaminomethyl-6-methoxy-4′-trifluoromethyl-biphenyl-3-yl)-acetic acid methyl ester), ClC(=O)OCC1=CC(=CC=C1)Cl (3-chlorobenzyl chloroformate). Product: COC(CC=1C=C(C(=CC1)OC)C1=C(C=C(C=C1)C(F)(F)F)CN(CC)C(=O)OCC1=CC(=CC=C1)Cl)=O ((2′-{[(3-Chloro-benzyloxycarbonyl)-ethyl-amino]-methyl}-6-methoxy-4′-trifluoromethyl-biphenyl-3-yl)-acetic acid methyl ester). As a reaction SMILES: [CH3:1][O:2][C:3](=[O:27])[CH2:4][C:5]1[CH:6]=[C:7]([C:13]2[CH:18]=[CH:17][C:16]([C:19]([F:22])([F:21])[F:20])=[CH:15][C:14]=2[CH2:23][NH:24][CH2:25][CH3:26])[C:8]([O:11][CH3:12])=[CH:9][CH:10]=1.Cl[C:29]([O:31][CH2:32][C:33]1[CH:38]=[CH:37][CH:36]=[C:35]([Cl:39])[CH:34]=1)=[O:30]>>[CH3:1][O:2][C:3](=[O:27])[CH2:4][C:5]1[CH:6]=[C:7]([C:13]2[CH:18]=[CH:17][C:16]([C:19]([F:21])([F:20])[F:22])=[CH:15][C:14]=2[CH2:23][N:24]([C:29]([O:31][CH2:32][C:33]2[CH:38]=[CH:37][CH:36]=[C:35]([Cl:39])[CH:34]=2)=[O:30])[CH2:25][CH3:26])[C:8]([O:11][CH3:12])=[CH:9][CH:10]=1. Reported procedure: Prepared according to the procedure described in Example 56, Step 2, using the following starting materials: (2′-ethylaminomethyl-6-methoxy-4′-trifluoromethyl-biphenyl-3-yl)-acetic acid methyl ester and 3-chlorobenzyl chloroformate.